The task is: describe an organic reaction: reactants, conditions, products, and yield. This data is from the Open Reaction Database (ORD), a public repository of structured organic reaction records. Starting materials: NC12CCC(CC1)(CC2)C(=O)OC2OCCCC2 (2-tetrahydropyranyl 4-aminobicyclo[2.2.2]octane-1-carboxylate), BrCC(=O)N1[C@@H](C[C@@H](C1)F)C#N ((2S,4S)-1-(2-bromoacetyl)-4-fluoropyrrolidine-2-carbonitrile). Yields the product O1C(CCCC1)OC(=O)C12CCC(CC1)(CC2)NCC(=O)N2[C@@H](C[C@@H](C2)F)C#N ((2S,4S)-1-[[N-[4-(2-tetrahydropyranyl)oxycarbonylbicyclo[2.2.2]oct-1-yl]amino]acetyl]-4-fluoropyrrolidine-2-carbonitrile). Yield: 79.6%. As a reaction SMILES: [NH2:1][C:2]12[CH2:9][CH2:8][C:5]([C:10]([O:12][CH:13]3[CH2:18][CH2:17][CH2:16][CH2:15][O:14]3)=[O:11])([CH2:6][CH2:7]1)[CH2:4][CH2:3]2.Br[CH2:20][C:21]([N:23]1[CH2:27][C@@H:26]([F:28])[CH2:25][C@H:24]1[C:29]#[N:30])=[O:22]>>[O:14]1[CH2:15][CH2:16][CH2:17][CH2:18][CH:13]1[O:12][C:10]([C:5]12[CH2:6][CH2:7][C:2]([NH:1][CH2:20][C:21]([N:23]3[CH2:27][C@@H:26]([F:28])[CH2:25][C@H:24]3[C:29]#[N:30])=[O:22])([CH2:9][CH2:8]1)[CH2:3][CH2:4]2)=[O:11]. Reported procedure: In a similar manner to Example 2, 2-tetrahydropyranyl 4-aminobicyclo[2.2.2]octane-1-carboxylate (62.9 mg) and (2S,4S)-1-(2-bromoacetyl)-4-fluoropyrrolidine-2-carbonitrile (53.1 mg) were used to obtain (2S,4S)-1-[[N-[4-(2-tetrahydropyranyl)oxycarbonylbicyclo[2.2.2]oct-1-yl]amino]acetyl]-4-fluoropyrrolidine-2-carbonitrile (73.3 mg). Starting materials: FB(F)F, F, O=N[O-], CCOC(=O)c1ccc(N)cc1NC1CCCCC1N1CCCC1, [Na+], O. Product: CCOC(=O)c1ccc(F)cc1NC1CCCCC1N1CCCC1. Reaction SMILES: [F:30][B:31]([F:32])[F:33].[FH:29].[N:25]([O-:26])=[O:27].[NH2:1][c:2]1[cH:3][c:4]([NH:13][CH:14]2[CH:15]([N:20]3[CH2:21][CH2:22][CH2:23][CH2:24]3)[CH2:16][CH2:17][CH2:18][CH2:19]2)[c:5]([C:6](=[O:7])[O:8][CH2:9][CH3:10])[cH:11][cH:12]1.[Na+:28].[OH2:34]>>[c:2]1([F:30])[cH:3][c:4]([NH:13][CH:14]2[CH:15]([N:20]3[CH2:21][CH2:22][CH2:23][CH2:24]3)[CH2:16][CH2:17][CH2:18][CH2:19]2)[c:5]([C:6](=[O:7])[O:8][CH2:9][CH3:10])[cH:11][cH:12]1. Starting materials: CC1=NOC(=N1)C (3,5-dimethyl-1,2,4-oxadiazole), CN(CCN(C)C)C (N,N,N',N'-tetramethylethylenediamine), C(CCC)[Li] (n-butyllithium), C(=O)=O (carbon dioxide), C(=O)=O (carbon dioxide), Cl (hydrochloric acid). Solvent: C1(=CC=CC=C1)C (toluene), O (water), C(C)OCC (diethyl ether), CCCCCC (n-hexane). Conditions: temperature -75 celsius, time 60 minute. Product: CC1=NOC(=N1)CC(=O)O (3-methyl-1,2,4-oxadiazol-5-yl-acetic acid). Reaction SMILES: [CH3:1][C:2]1[N:6]=[C:5]([CH3:7])[O:4][N:3]=1.CN(C)CCN(C)C.C([Li])CCC.[C:21](=[O:23])=[O:22].Cl>C1(C)C=CC=CC=1.CCCCCC.O.C(OCC)C>[CH3:1][C:2]1[N:6]=[C:5]([CH2:7][C:21]([OH:23])=[O:22])[O:4][N:3]=1. Reported procedure: A solution of 4.0 g (40.8 mmol) of 3,5-dimethyl-1,2,4-oxadiazole and of 6.0 ml of N,N,N',N'-tetramethylethylenediamine (TMEDA) in 100 ml of dry toluene was prepared in a 250 ml three-necked glass vessel equipped with a thermometer, a gas inlet tube through which dry nitrogen was introduced continuously and a pressure equalized dropping funnel. The magnetically stirred solution was cooled to -75° C. with an acetone-carbon dioxide bath and by means of the dropping funnel, a solution of approximate... The reactants are C(=O)C1=CC=C(C2=CC=CC=C12)NC(OC(C)(C)C)=O (tert-Butyl 4-formylnaphthalen-1-ylcarbamate), CC(C)([O-])C.[K+] (potassium tert-butoxide), [NH4+].[Cl-] (NH4Cl). Reagents/catalysts: [Br-].C[P+](C1=CC=CC=C1)(C1=CC=CC=C1)C1=CC=CC=C1 (methyltriphenylphosphonium bromide). Solvent: C1CCOC1 (THF), C1CCOC1 (THF). Run at temperature 0 celsius, time 15 minute. Product: C(=C)C1=CC=C(C2=CC=CC=C12)NC(OC(C)(C)C)=O (tert-Butyl 4-vinylnaphthalen-1-ylcarbamate). The yield is 72.1%. Reaction SMILES: [CH3:1]C(C)([O-])C.[K+].[CH:7]([C:9]1[C:18]2[C:13](=[CH:14][CH:15]=[CH:16][CH:17]=2)[C:12]([NH:19][C:20](=[O:26])[O:21][C:22]([CH3:25])([CH3:24])[CH3:23])=[CH:11][CH:10]=1)=O.[NH4+].[Cl-]>[Br-].C[P+](C1C=CC=CC=1)(C1C=CC=CC=1)C1C=CC=CC=1.C1COCC1>[CH:7]([C:9]1[C:18]2[C:13](=[CH:14][CH:15]=[CH:16][CH:17]=2)[C:12]([NH:19][C:20](=[O:26])[O:21][C:22]([CH3:25])([CH3:24])[CH3:23])=[CH:11][CH:10]=1)=[CH2:1] |f:0.1,3.4,5.6|. Reported procedure: To a suspension of methyltriphenylphosphonium bromide (3.82 g, 10.69 mmol) in THF (20 mL) at 0° C. under nitrogen was added potassium tert-butoxide (1.20 g, 10.69 mmol) and the reaction mixture was stirred at 0° C. for 15 min, then warmed to RT and stirred for a further 45 min. The suspension was cooled to 0° C. and a solution of tert-butyl 4-formylnaphthalen-1-ylcarbamate (30) (1.16 g, 4.28 mmol) in THF (10 mL) was added dropwise. The reaction mixture was warmed to RT and stirred for 2 hr. Satu... The reactants are [O-]Cl.[Na+] (NaOCl), C(C1=CC=CC=C1)OCC1CCC(CC1)C=O (4-Benzyloxymethyl-cyclohexanecarbaldehyde), CO (methanol). Solvent: C(C)(=O)O (acetic acid). The product is COC(=O)C1CCC(CC1)COCC1=CC=CC=C1 (4-benzyloxymethyl-cyclohexanecarboxylic acid methyl ester). Isolated yield 65.0%. As a reaction SMILES: [CH2:1]([O:8][CH2:9][CH:10]1[CH2:15][CH2:14][CH:13]([CH:16]=[O:17])[CH2:12][CH2:11]1)[C:2]1[CH:7]=[CH:6][CH:5]=[CH:4][CH:3]=1.[O-]Cl.[Na+].[CH3:21][OH:22]>C(O)(=O)C>[CH3:21][O:22][C:16]([CH:13]1[CH2:12][CH2:11][CH:10]([CH2:9][O:8][CH2:1][C:2]2[CH:3]=[CH:4][CH:5]=[CH:6][CH:7]=2)[CH2:15][CH2:14]1)=[O:17] |f:1.2|. Reported procedure: 4-Benzyloxymethyl-cyclohexanecarbaldehyde (1.70 g, 2.0 mmol) is dissolved in acetic acid (0.24 mL) and 2 mL of methanol. The reaction mixture is cooled to 0° C. to 5° C. and stirred while 10% NaOCl solution (2.5 mL, 4 mmol) is added dropwise over 20 minutes. The cooling bath is removed, and the mixture is allowed to come to room temperature. After addition of saturated aqueous NaHCO3, the mixture is extracted with EtOAc. The combined organic layer after dried over MgSO4 is concentrated to obtain... Reactants: CC1(C2=C(OCCC1)C(=CC=C2)N)C (5,5-dimethyl-2,3,4,5-tetrahydro-benzo[b]oxepin-9-ylamine), ClC1=NC=C(C(=N1)NC1=C(C(=O)NCC)C=CC=C1)Cl (2-(2,5-dichloro-pyrimidin-4-ylamino)-N-ethyl-benzamide). The product is ClC=1C(=NC(=NC1)NC1=CC=CC2=C1OCCCC2(C)C)NC2=C(C(=O)NCC)C=CC=C2 (2-[5-Chloro-2-(5,5-dimethyl-2,3,4,5-tetrahydro-benzo[b]oxepin-9-ylamino)-pyrimidin-4-ylamino]-N-ethyl-benzamide), solid. Isolated yield 40.0%. RXN SMILES: [CH3:1][C:2]1([CH3:14])[CH2:8][CH2:7][CH2:6][O:5][C:4]2[C:9]([NH2:13])=[CH:10][CH:11]=[CH:12][C:3]1=2.Cl[C:16]1[N:21]=[C:20]([NH:22][C:23]2[CH:33]=[CH:32][CH:31]=[CH:30][C:24]=2[C:25]([NH:27][CH2:28][CH3:29])=[O:26])[C:19]([Cl:34])=[CH:18][N:17]=1>>[Cl:34][C:19]1[C:20]([NH:22][C:23]2[CH:33]=[CH:32][CH:31]=[CH:30][C:24]=2[C:25]([NH:27][CH2:28][CH3:29])=[O:26])=[N:21][C:16]([NH:13][C:9]2[C:4]3[O:5][CH2:6][CH2:7][CH2:8][C:2]([CH3:14])([CH3:1])[C:3]=3[CH:12]=[CH:11][CH:10]=2)=[N:17][CH:18]=1. Procedure: The title compound was prepared from 5,5-dimethyl-2,3,4,5-tetrahydro-benzo[b]oxepin-9-ylamine and 2-(2,5-dichloro-pyrimidin-4-ylamino)-N-ethyl-benzamide in an analogous manner to Example 179. The product was isolated as a light brown solid (40 mg, 40%). LCMS (m/e) 466 (M+H); 1H NMR (400 MHz, CDCl3) δ 10.93 (s, 1H), 8.67 (d, 1H, J=8.6 Hz), 8.29 (d, 1H, J=7.8 Hz), 8.12 (s, 1H), 7.79 (s, 1H), 7.50 (m, 2H), 7.10 (t, 1H, J=7.6 Hz), 6.94 (m, 2H), 6.13 (m, 1H), 4.02 (t, 2H, J=4.5, 5.1 Hz), 3.52 (m, 2H)...